From a dataset of the Open Reaction Database (ORD), a public repository of structured organic reaction records. describe an organic reaction: reactants, conditions, products, and yield The reactants are C1=NC2=C(NC(=S)N=C2N1[C@H]3[C@@H]([C@@H]([C@H](O3)CO)O)O)N (2-Thioadenosine), [OH-].[Na+] (NaOH), BrCCCCC=C (6-Bromo-1-hexene). Reaction conditions: time 3 hour. The product is O.C(CCCC=C)SC=1N=C(C=2N=CN([C@H]3[C@H](O)[C@H](O)[C@@H](CO)O3)C2N1)N.C(CCCC=C)SC=1N=C(C=2N=CN([C@H]3[C@H](O)[C@H](O)[C@@H](CO)O3)C2N1)N (2-(5-Hexenylthio)adenosine hemihydrate). Isolated yield 55.0%. As a reaction SMILES: [CH:1]1[N:10]([C@@H:11]2[O:15][C@H:14]([CH2:16][OH:17])[C@@H:13]([OH:18])[C@H:12]2[OH:19])[C:9]2[C:3](=[C:4]([NH2:20])[NH:5][C:6]([N:8]=2)=[S:7])[N:2]=1.[OH-].[Na+].Br[CH2:24][CH2:25][CH2:26][CH2:27][CH:28]=[CH2:29]>>[OH2:15].[CH2:29]([S:7][C:6]1[N:5]=[C:4]([NH2:20])[C:3]2[N:2]=[CH:1][N:10]([C:9]=2[N:8]=1)[C@@H:11]1[O:15][C@H:14]([CH2:16][OH:17])[C@@H:13]([OH:18])[C@H:12]1[OH:19])[CH2:28][CH2:27][CH2:26][CH:25]=[CH2:24].[CH2:29]([S:7][C:6]1[N:5]=[C:4]([NH2:20])[C:3]2[N:2]=[CH:1][N:10]([C:9]=2[N:8]=1)[C@@H:11]1[O:15][C@H:14]([CH2:16][OH:17])[C@@H:13]([OH:18])[C@H:12]1[OH:19])[CH2:28][CH2:27][CH2:26][CH:25]=[CH2:24] |f:1.2,4.5.6|. Reported procedure: 2-Thioadenosine (0.2 g, 0.67 mmol) was dissolved in 0.25M NaOH (8 ml, 2 mmol). 6-Bromo-1-hexene (0.45 ml, 3.3 mmol) was added, and the solution was stirred at room temperature for 3 h. The reaction mixture was concentrated under reduced pressure (bath temp. 33° C.) and extracted with ether (2×2 ml). The aqueous phase was neutralized with 18% HCl and extracted with ethyl acetate (3×4 ml). The homogeneous product was obtained after drying and solvent removal as a yellowish solid (0.14 g, 55% yield... Reactants: CCN1CCOCC1, CN(C)C=O, COC(=O)C(Cc1ccccc1)NC(=O)C(Cc1ccccc1)NC(=O)C(N)CC(N)=O, CC(C)(C)OC(=O)NCC(=O)Oc1ccc(Cl)c(Cl)c1Cl, O=C(O)C(F)(F)F. The product is COC(=O)C(Cc1ccccc1)NC(=O)C(Cc1ccccc1)NC(=O)C(CC(N)=O)NC(=O)CNC(=O)OC(C)(C)C. RXN SMILES: [CH2:61]([N:62]1[CH2:63][CH2:64][O:65][CH2:66][CH2:67]1)[CH3:68].[CH3:69][N:70]([CH3:71])[CH:72]=[O:73].[CH3:8][O:9][C:10]([CH:11]([NH:12][C:13]([CH:14]([NH:15][C:16]([CH:17]([NH2:18])[CH2:19][C:20]([NH2:21])=[O:22])=[O:23])[CH2:24][c:25]1[cH:26][cH:27][cH:28][cH:29][cH:30]1)=[O:31])[CH2:32][c:33]1[cH:34][cH:35][cH:36][cH:37][cH:38]1)=[O:39].[Cl:40][c:41]1[cH:42][cH:43][c:44]([O:47][C:48](=[O:45])[CH2:49][NH:50][C:51](=[O:52])[O:53][C:54]([CH3:55])([CH3:56])[CH3:57])[c:46]([Cl:58])[c:59]1[Cl:60].[F:1][C:2]([F:3])([F:4])[C:5]([OH:6])=[O:7]>>[CH3:8][O:9][C:10]([CH:11]([NH:12][C:13]([CH:14]([NH:15][C:16]([CH:17]([NH:18][C:48](=[O:47])[CH2:49][NH:50][C:51](=[O:52])[O:53][C:54]([CH3:55])([CH3:56])[CH3:57])[CH2:19][C:20]([NH2:21])=[O:22])=[O:23])[CH2:24][c:25]1[cH:26][cH:27][cH:28][cH:29][cH:30]1)=[O:31])[CH2:32][c:33]1[cH:34][cH:35][cH:36][cH:37][cH:38]1)=[O:39]. The reactants are N1(N=CN=C1)C1=C(C=CC=C1)C#N (2-(1,2,4-triazol-1-yl)cyanobenzene). Reagents/catalysts: [Pd] (palladium on carbon), catalyst. The solvent is C(C)O (ethanol). Yields the product N1(N=CN=C1)C1=C(CN)C=CC=C1 (2-(1,2,4-triazol-1-yl)-benzylamine). RXN SMILES: [N:1]1([C:6]2[CH:11]=[CH:10][CH:9]=[CH:8][C:7]=2[C:12]#[N:13])[CH:5]=[N:4][CH:3]=[N:2]1>[Pd].C(O)C>[N:1]1([C:6]2[CH:11]=[CH:10][CH:9]=[CH:8][C:7]=2[CH2:12][NH2:13])[CH:5]=[N:4][CH:3]=[N:2]1. Procedure details: A solution of 2-(1,2,4-triazol-1-yl)cyanobenzene (508 mg, 2.99 mmol) and 25% by weight of palladium on carbon, 10% catalyst (134 mg) in ethanol (75 ml) was placed on a PARR Hydrogenation Apparatus under a hydrogen atmosphere at 55 psi. overnight. The mixture was filtered through celite and concentrated to give 2-(1,2,4-triazol-1-yl)-benzylamine; 1H NMR (CD3OD) δ8.80 (s, 1H), 8.22 (s, 1H), 7.64-7.43 (m, 4H), 3.66 (s, 2H). Starting materials: N12CCC(CC1)(CC2)CNCCN2N=CC1=CC=CC(=C21)C(=O)OC (methyl 1-(2-(quinuclidin-4-ylmethylamino)ethyl)-1H-indazole-7-carboxylate), O.[OH-].[Li+] (lithium hydroxide monohydrate). Solvent: O1CCCC1.O (tetrahydrofuran water). The product is N12CCC(CC1)(CC2)CNCCN2N=CC1=CC=CC(=C21)C(=O)[O-].[Li+] (lithium 1-(2-(quinuclidin-4-ylmethylamino)ethyl)-1H-indazole-7-carboxylate). Yield: 211.1%. Reaction SMILES: [N:1]12[CH2:8][CH2:7][C:4]([CH2:9][NH:10][CH2:11][CH2:12][N:13]3[C:21]4[C:16](=[CH:17][CH:18]=[CH:19][C:20]=4[C:22]([O:24]C)=[O:23])[CH:15]=[N:14]3)([CH2:5][CH2:6]1)[CH2:3][CH2:2]2.O.[OH-].[Li+:28]>O1CCCC1.O>[N:1]12[CH2:8][CH2:7][C:4]([CH2:9][NH:10][CH2:11][CH2:12][N:13]3[C:21]4[C:16](=[CH:17][CH:18]=[CH:19][C:20]=4[C:22]([O-:24])=[O:23])[CH:15]=[N:14]3)([CH2:5][CH2:6]1)[CH2:3][CH2:2]2.[Li+:28] |f:1.2.3,4.5,6.7|. Procedure details: A mixture of methyl 1-(2-(quinuclidin-4-ylmethylamino)ethyl)-1H-indazole-7-carboxylate (563 mg, 1.7 mmol) from Step F above and lithium hydroxide monohydrate (207 mg, 4.9 mmol) in tetrahydrofuran/water (16 mL; 1:1) was stirred at reflux until the reaction was complete by TLC and/or LC-MS. The solvent was removed under reduced pressure to give lithium 1-(2-(quinuclidin-4-ylmethylamino)ethyl)-1H-indazole-7-carboxylate (1.20 g, crude): 1H NMR (300 MHz, CD3OD) δ 8.03 (s, 1H), 7.72 (d, J=8.1 Hz, 1H),... Reactants: OS(=O)(=O)O (H2SO4), [N+](=O)(O)[O-] (HNO3), BrC=1C=C(C=NC1)NC(OCC)=O (ethyl (5-bromopyridin-3-yl)carbamate). Reaction conditions: temperature 0 celsius, time 5 minute. Product: BrC=1C=C(C(=NC1)[N+](=O)[O-])NC(OCC)=O (Ethyl (5-bromo-2-nitropyridin-3-yl)carbamate). Isolated yield 83.3%. Reaction SMILES: OS(O)(=O)=O.[N+:6]([O-:9])(O)=[O:7].[Br:10][C:11]1[CH:12]=[C:13]([NH:17][C:18](=[O:22])[O:19][CH2:20][CH3:21])[CH:14]=[N:15][CH:16]=1>>[Br:10][C:11]1[CH:12]=[C:13]([NH:17][C:18](=[O:22])[O:19][CH2:20][CH3:21])[C:14]([N+:6]([O-:9])=[O:7])=[N:15][CH:16]=1. Procedure details: To a mixture of concentrated H2SO4 (60 mL, 1126 mmol) and fuming HNO3 (40 mL, 895 mmol), ethyl (5-bromopyridin-3-yl)carbamate (21.5 g, 88 mmol) was added portionwise at 0° C. After stirring at 0° C. for 5 min, the mixture was stirred at rt overnight and poured onto ice water. A crash out formed and was filtered off and washed thoroughly with water and dried. Ethyl (5-bromo-2-nitropyridin-3-yl)carbamate (21.26 g, 84%) was thus obtained as a white solid. LCMS (m/z): 290.1 (MH+), 0.76 min. 1H NMR (... Starting materials: Nc1ccc(Br)cc1[N+](=O)[O-], O=C([O-])[O-], COCCOC, [Cl-], OB(O)c1ccccc1C(F)(F)F, [Li+], [Na+], [Na+], O, c1ccc(P(c2ccccc2)(c2ccccc2)[Pd](P(c2ccccc2)(c2ccccc2)c2ccccc2)(P(c2ccccc2)(c2ccccc2)c2ccccc2)P(c2ccccc2)(c2ccccc2)c2ccccc2)cc1. Yields the product Nc1ccc(-c2ccccc2C(F)(F)F)cc1[N+](=O)[O-]. RXN SMILES: [Br:1][c:2]1[cH:3][c:4]([N+:9](=[O:10])[O-:11])[c:5]([NH2:8])[cH:6][cH:7]1.[C:27](=[O:28])([O-:29])[O-:30].[CH3:33][O:34][CH2:35][CH2:36][O:37][CH3:38].[Cl-:25].[F:12][C:13]([c:14]1[c:15]([B:20]([OH:21])[OH:22])[cH:16][cH:17][cH:18][cH:19]1)([F:23])[F:24].[Li+:26].[Na+:31].[Na+:32].[OH2:39].[cH:40]1[cH:41][cH:42][c:43]([P:44]([Pd:45]([P:46]([c:47]2[cH:48][cH:49][cH:50][cH:51][cH:52]2)([c:53]2[cH:54][cH:55][cH:56][cH:57][cH:58]2)[c:59]2[cH:60][cH:61][cH:62][cH:63][cH:64]2)([P:65]([c:66]2[cH:67][cH:68][cH:69][cH:70][cH:71]2)([c:72]2[cH:73][cH:74][cH:75][cH:76][cH:77]2)[c:78]2[cH:79][cH:80][cH:81][cH:82][cH:83]2)[P:84]([c:85]2[cH:86][cH:87][cH:88][cH:89][cH:90]2)([c:91]2[cH:92][cH:93][cH:94][cH:95][cH:96]2)[c:97]2[cH:98][cH:99][cH:100][cH:101][cH:102]2)([c:103]2[cH:104][cH:105][cH:106][cH:107][cH:108]2)[c:109]2[cH:110][cH:111][cH:112][cH:113][cH:114]2)[cH:115][cH:116]1>>[c:2]1(-[c:15]2[c:14]([C:13]([F:12])([F:23])[F:24])[cH:19][cH:18][cH:17][cH:16]2)[cH:3][c:4]([N+:9](=[O:10])[O-:11])[c:5]([NH2:8])[cH:6][cH:7]1. The reactants are F[B-](F)(F)F, CCN(C(C)C)C(C)C, COC(=O)c1ccccc1OCc1ccc(CC(=O)O)cc1, CCOC(C)=O, CCNCc1ccccc1F, CN(C)C=O, CN(C)C(On1nnc2ccccc21)=[N+](C)C. Reaction SMILES: [B-:34]([F:35])([F:36])([F:37])[F:38].[CH2:56]([N:57]([CH:58]([CH3:59])[CH3:60])[CH:61]([CH3:62])[CH3:63])[CH3:64].[CH3:12][O:13][C:14](=[O:15])[c:16]1[c:17]([O:18][CH2:19][c:20]2[cH:21][cH:22][c:23]([CH2:26][C:27](=[O:28])[OH:29])[cH:24][cH:25]2)[cH:30][cH:31][cH:32][cH:33]1.[CH3:70][CH2:71][O:72][C:73]([CH3:74])=[O:75].[F:1][c:2]1[c:3]([CH2:4][NH:5][CH2:6][CH3:7])[cH:8][cH:9][cH:10][cH:11]1.[O:65]=[CH:66][N:67]([CH3:68])[CH3:69].[n:39]1([O:40][C:41]([N:42]([CH3:43])[CH3:44])=[N+:45]([CH3:46])[CH3:47])[c:48]2[cH:49][cH:50][cH:51][cH:52][c:53]2[n:54][n:55]1>>[F:1][c:2]1[c:3]([CH2:4][N:5]([CH2:6][CH3:7])[C:27]([CH2:26][c:23]2[cH:22][cH:21][c:20]([CH2:19][O:18][c:17]3[c:16]([C:14]([O:13][CH3:12])=[O:15])[cH:33][cH:32][cH:31][cH:30]3)[cH:25][cH:24]2)=[O:28])[cH:8][cH:9][cH:10][cH:11]1. Product: CCN(Cc1ccccc1F)C(=O)Cc1ccc(COc2ccccc2C(=O)OC)cc1. The reactants are Cc1ccc(S(=O)(=O)n2c(CC(=O)O)cnc2C(C)C)cc1, O=C(Cl)C(=O)Cl, [Na], c1ccccc1. The product is Cc1ccc(S(=O)(=O)n2c(CC(=O)Cl)cnc2C(C)C)cc1. RXN SMILES: [CH:2]([CH3:3])([CH3:4])[c:5]1[n:6]([S:14](=[O:15])(=[O:16])[c:17]2[cH:18][cH:19][c:20]([CH3:21])[cH:22][cH:23]2)[c:7]([CH2:10][C:11](=[O:12])[OH:13])[cH:8][n:9]1.[Cl:24][C:25]([C:26]([Cl:27])=[O:28])=[O:29].[Na:1].[cH:30]1[cH:31][cH:32][cH:33][cH:34][cH:35]1>>[CH:2]([CH3:3])([CH3:4])[c:5]1[n:6]([S:14](=[O:15])(=[O:16])[c:17]2[cH:18][cH:19][c:20]([CH3:21])[cH:22][cH:23]2)[c:7]([CH2:10][C:11](=[O:12])[Cl:24])[cH:8][n:9]1.